This data is from the Open Reaction Database (ORD), a public repository of structured organic reaction records. The task is: describe an organic reaction: reactants, conditions, products, and yield Procedure: The title compound was prepared in an analogous manner as 5-(4-Fluoro-phenyl)-6-{4-[4-(4-fluoro-3-trifluoromethyl-phenyl)-1-methyl-1H-imidazol-2-yl]-piperidin-1-yl}-pyrimidin-4-ylamine using (6-morpholinopyridin-3-yl)boronic acid instead of 4-fluorophenylboronic acid. LC-MS: (M+1=583, obsd.=583). Yields the product FC1=C(C=C(C=C1)C=1N=C(N(C1)C)C1CCN(CC1)C1=C(C(=NC=N1)N)C=1C=NC(=CC1)N1CCOCC1)C(F)(F)F (6-{4-[4-(4-Fluoro-3-trifluoromethyl-phenyl)-1-methyl-1H-imidazol-2-yl]-piperidin-1-yl}-5-(6-morpholin-4-yl-pyridin-3-yl)-pyrimidin-4-ylamine). As a reaction SMILES: FC1C=CC([C:8]2[C:9]([NH2:37])=[N:10][CH:11]=[N:12][C:13]=2[N:14]2[CH2:19][CH2:18][CH:17]([C:20]3[N:21]([CH3:36])[CH:22]=[C:23]([C:25]4[CH:30]=[CH:29][C:28]([F:31])=[C:27]([C:32]([F:35])([F:34])[F:33])[CH:26]=4)[N:24]=3)[CH2:16][CH2:15]2)=CC=1.[O:38]1[CH2:43][CH2:42][N:41]([C:44]2[N:49]=[CH:48][C:47](B(O)O)=[CH:46][CH:45]=2)[CH2:40][CH2:39]1>>[F:31][C:28]1[CH:29]=[CH:30][C:25]([C:23]2[N:24]=[C:20]([CH:17]3[CH2:16][CH2:15][N:14]([C:13]4[N:12]=[CH:11][N:10]=[C:9]([NH2:37])[C:8]=4[C:47]4[CH:48]=[N:49][C:44]([N:41]5[CH2:42][CH2:43][O:38][CH2:39][CH2:40]5)=[CH:45][CH:46]=4)[CH2:19][CH2:18]3)[N:21]([CH3:36])[CH:22]=2)=[CH:26][C:27]=1[C:32]([F:34])([F:33])[F:35]. Starting materials: FC1=CC=C(C=C1)C=1C(=NC=NC1N1CCC(CC1)C=1N(C=C(N1)C1=CC(=C(C=C1)F)C(F)(F)F)C)N (5-(4-Fluoro-phenyl)-6-{4-[4-(4-fluoro-3-trifluoromethyl-phenyl)-1-methyl-1H-imidazol-2-yl]-piperidin-1-yl}-pyrimidin-4-ylamine), O1CCN(CC1)C1=CC=C(C=N1)B(O)O ((6-morpholinopyridin-3-yl)boronic acid). Reactants: Cc1cc([N+](=O)[O-])ccc1N=C=S, CC(C)CC(N)CO. Product: Cc1cc([N+](=O)[O-])ccc1N=C1NC(CC(C)C)CS1. Reaction SMILES: [CH3:9][c:10]1[c:11]([N:19]=[C:20]=[S:21])[cH:12][cH:13][c:14]([N+:16](=[O:17])[O-:18])[cH:15]1.[OH:1][CH2:2][CH:3]([CH2:4][CH:5]([CH3:6])[CH3:7])[NH2:8]>>[CH2:2]1[CH:3]([CH2:4][CH:5]([CH3:6])[CH3:7])[NH:8][C:20](=[N:19][c:11]2[c:10]([CH3:9])[cH:15][c:14]([N+:16](=[O:17])[O-:18])[cH:13][cH:12]2)[S:21]1.